From a dataset of the Open Reaction Database (ORD), a public repository of structured organic reaction records. describe an organic reaction: reactants, conditions, products, and yield The product is COC(CCC(=O)C1=CNC2=NC=C(N=C21)C2=CC(=C(C(=C2)OC)OC)OC)C (4-Methoxy-1-[2-(3,4,5-trimethoxy-phenyl)-5H-pyrrolo[2,3-b]pyrazin-7-yl]-pentan-1-one). RXN SMILES: I[C:2]1[C:10]2[C:5](=[N:6][CH:7]=[C:8]([C:11]3[CH:16]=[C:15]([O:17][CH3:18])[C:14]([O:19][CH3:20])=[C:13]([O:21][CH3:22])[CH:12]=3)[N:9]=2)[N:4]([Si](C(C)C)(C(C)C)C(C)C)[CH:3]=1.[CH3:33][O:34][CH:35]([CH3:40])[CH2:36][CH2:37][CH:38]=[O:39]>>[CH3:33][O:34][CH:35]([CH3:40])[CH2:36][CH2:37][C:38]([C:2]1[C:10]2[C:5](=[N:6][CH:7]=[C:8]([C:11]3[CH:16]=[C:15]([O:17][CH3:18])[C:14]([O:19][CH3:20])=[C:13]([O:21][CH3:22])[CH:12]=3)[N:9]=2)[NH:4][CH:3]=1)=[O:39]. Reported procedure: 4-Methoxy-1-[2-(3,4,5-trimethoxy-phenyl)-5H-pyrrolo[2,3-b]pyrazin-7-yl]-pentan-1-one was prepared starting from 7-iodo-5-triisopropylsilanyl-2-(3,4,5-trimethoxy-phenyl)-5H-pyrrolo[2,3-b]pyrazine and 4-methoxy-pentanal (Berichte der Deutschen Chemischen Gesellschaft [Abteilung] B: Abhandlungen (1919), 52B 1800-12) following general procedures as described in these Examples 66, to afford a brown solid. MP 150-151° C., M+H=400. Reactants: IC1=CN(C2=NC=C(N=C21)C2=CC(=C(C(=C2)OC)OC)OC)[Si](C(C)C)(C(C)C)C(C)C (7-iodo-5-triisopropylsilanyl-2-(3,4,5-trimethoxy-phenyl)-5H-pyrrolo[2,3-b]pyrazine), COC(CCC=O)C (4-methoxy-pentanal).